Dataset: the Open Reaction Database (ORD), a public repository of structured organic reaction records. Task: describe an organic reaction: reactants, conditions, products, and yield Reactants: [O-]C1=CC=CC=C1 (phenoxide), FC=1C=CC(=C(C1)O)[N+](=O)[O-] (5-fluoro-2-nitrophenol), C([O-])([O-])=O.[K+].[K+] (potassium carbonate), C(C=C)Br (Allyl bromide), Cl (HCl). Run in O (water), CC(=O)C (acetone). The product is C(C=C)OC1=C(C=CC(=C1)F)[N+](=O)[O-] (2-(2-propenyloxy)-4-fluoronitrobenzene). As a reaction SMILES: [F:1][C:2]1[CH:3]=[CH:4][C:5]([N+:9]([O-:11])=[O:10])=[C:6]([OH:8])[CH:7]=1.C(=O)([O-])[O-].[K+].[K+].[CH2:18](Br)[CH:19]=[CH2:20].[O-]C1C=CC=CC=1.Cl>CC(C)=O.O>[CH2:20]([O:8][C:6]1[CH:7]=[C:2]([F:1])[CH:3]=[CH:4][C:5]=1[N+:9]([O-:11])=[O:10])[CH:19]=[CH2:18] |f:1.2.3|. Procedure: To 5-fluoro-2-nitrophenol (10 g, 63.6 mmol), which had been dissolved in 100 ml of acetone, was added potassium carbonate (16.6 g, 120 mmol). The pale yellow solution immediately turned bright red in color. Allyl bromide (15.4 g, 11.0 ml, 127 mmol) was added and the stirring was continued at room temperature. A thick red precipitate formed and 2 ml of distilled water was added to help dissolve the phenoxide salt. The round bottomed flask was then fitted with a condenser and the suspension was re...